Task: describe an organic reaction: reactants, conditions, products, and yield. Dataset: the Open Reaction Database (ORD), a public repository of structured organic reaction records Starting materials: oxides of tin, [Ce] (cerium), [NH4+].[OH-] (NH4OH), Ce(NO3)3, [OH-].[NH4+] (ammonium hydroxide), Ce(NO3)3.6H2O, [Sn](Cl)(Cl)(Cl)Cl.O.O.O.O.O (SnCl4.5H2O). The solvent is O (water). Product: O.[Sn](Cl)(Cl)(Cl)Cl.O.O.O.O.O (H2O SnCl4.5H2O). RXN SMILES: [Ce].[OH-:2].[NH4+].[Sn:4]([Cl:8])([Cl:7])([Cl:6])[Cl:5].O.O.O.O.O>O>[OH2:2].[Sn:4]([Cl:8])([Cl:7])([Cl:6])[Cl:5].[OH2:2].[OH2:2].[OH2:2].[OH2:2].[OH2:2] |f:1.2,3.4.5.6.7.8,10.11.12.13.14.15.16|. Procedure details: The samples in this series are prepared by the coprecipitation of the mixed hydrous oxides of tin and cerium from aqueous solutions using ammonium hydroxide as a precipitating agent. Ce(NO3)3.6H2O and SnCl4.5H2O are added to 1 liter of water in proportions calculated to yield a selected mole ratio of SnO2 :CeO2. NH4OH is then added to the solution of Ce(NO3)3.6 H2O + SnCl4.5H2O in an amount sufficient to provide a pH of 9 in the solution, at which pH coprecipitation of hydrous tin oxide and ceri... Starting materials: CO, C=CCOc1cc2c(cc1Cl)C(C)CN(C(=O)C(F)(F)F)CC2, [Na+], [OH-], O. Yields the product C=CCOc1cc2c(cc1Cl)C(C)CNCC2. Reaction SMILES: [CH3:26][OH:27].[F:1][C:2]([F:3])([F:4])[C:22]([N:5]1[CH2:6][CH2:7][c:8]2[c:9]([cH:13][c:14]([Cl:21])[c:15]([O:17][CH2:18][CH:19]=[CH2:20])[cH:16]2)[CH:10]([CH3:12])[CH2:11]1)=[O:23].[Na+:25].[OH-:24].[OH2:28]>>[NH:5]1[CH2:6][CH2:7][c:8]2[c:9]([cH:13][c:14]([Cl:21])[c:15]([O:17][CH2:18][CH:19]=[CH2:20])[cH:16]2)[CH:10]([CH3:12])[CH2:11]1.